This data is from the Open Reaction Database (ORD), a public repository of structured organic reaction records. The task is: describe an organic reaction: reactants, conditions, products, and yield Reported procedure: Methyl 8-(6-amino-5-methylpyridin-3-yl)-1-cyclopropyl-9-methyl-4-oxo-4H-quinolizine-3-carboxylate was prepared according to General Procedure A from methyl 8-chloro-1-cyclopropyl-9-methyl-4-oxo-4H-quinolizine-3-carboxylate (100 mg, 0.34 mmol) and 3-methyl-5-(4,4,5,5-tetramethyl-1,3,2-dioxaborolan-2-yl)pyridin-2-amine (96.2 mg, 0.41 mmol). Purification by flash silica column chromatography (DCM:MeOH) (1:0 to 9:1) afforded quantitatively the title compound as a yellow solid. The product is NC1=C(C=C(C=N1)C=1C=CN2C(C(=CC(=C2C1C)C1CC1)C(=O)OC)=O)C (methyl 8-(6-amino-5-methylpyridin-3-yl)-1-cyclopropyl-9-methyl-4-oxo-4H-quinolizine-3-carboxylate). RXN SMILES: Cl[C:2]1[CH:3]=[CH:4][N:5]2[C:10]([C:11]=1[CH3:12])=[C:9]([CH:13]1[CH2:15][CH2:14]1)[CH:8]=[C:7]([C:16]([O:18][CH3:19])=[O:17])[C:6]2=[O:20].[CH3:21][C:22]1[C:23]([NH2:37])=[N:24][CH:25]=[C:26](B2OC(C)(C)C(C)(C)O2)[CH:27]=1>>[NH2:37][C:23]1[N:24]=[CH:25][C:26]([C:2]2[CH:3]=[CH:4][N:5]3[C:10]([C:11]=2[CH3:12])=[C:9]([CH:13]2[CH2:15][CH2:14]2)[CH:8]=[C:7]([C:16]([O:18][CH3:19])=[O:17])[C:6]3=[O:20])=[CH:27][C:22]=1[CH3:21]. Reactants: ClC=1C=CN2C(C(=CC(=C2C1C)C1CC1)C(=O)OC)=O (methyl 8-chloro-1-cyclopropyl-9-methyl-4-oxo-4H-quinolizine-3-carboxylate), CC=1C(=NC=C(C1)B1OC(C(O1)(C)C)(C)C)N (3-methyl-5-(4,4,5,5-tetramethyl-1,3,2-dioxaborolan-2-yl)pyridin-2-amine). Reactants: CC1=C(C(NC(=C1)C)=O)CNC(=O)C=1C(=C(C=C(C1)C1=CC=C(C=C1)CN1CCOCC1)N(C1CCN(CC1)C(=O)OC(C)(C)C)CC)C (tert-Butyl 4-((5-(((4,6-dimethyl-2-oxo-1,2-dihydropyridin-3-yl)methyl)carbamoyl)-4-methyl-4′-(morpholinomethyl)-[1,1′-biphenyl]-3-yl)(ethyl)amino)piperidine-1-carboxylate), C(=O)(C(F)(F)F)O (TFA). The solvent is C(Cl)Cl (DCM). Conditions: time 2 hour. Yields the product CC1=C(C(NC(=C1)C)=O)CNC(=O)C=1C=C(C=C(C1C)N(C1CCNCC1)CC)C1=CC=C(C=C1)CN1CCOCC1 (N-((4,6-dimethyl-2-oxo-1,2-dihydropyridin-3-yl)methyl)-5-(ethyl(piperidin-4-yl)amino)-4-methyl-4′-(morpholinomethyl)-[1,1′-biphenyl]-3-carboxamide). Isolated yield 81.4%. Reaction SMILES: [CH3:1][C:2]1[CH:7]=[C:6]([CH3:8])[NH:5][C:4](=[O:9])[C:3]=1[CH2:10][NH:11][C:12]([C:14]1[C:15]([CH3:49])=[C:16]([N:33]([CH2:47][CH3:48])[CH:34]2[CH2:39][CH2:38][N:37](C(OC(C)(C)C)=O)[CH2:36][CH2:35]2)[CH:17]=[C:18]([C:20]2[CH:25]=[CH:24][C:23]([CH2:26][N:27]3[CH2:32][CH2:31][O:30][CH2:29][CH2:28]3)=[CH:22][CH:21]=2)[CH:19]=1)=[O:13].C(O)(C(F)(F)F)=O>C(Cl)Cl>[CH3:1][C:2]1[CH:7]=[C:6]([CH3:8])[NH:5][C:4](=[O:9])[C:3]=1[CH2:10][NH:11][C:12]([C:14]1[CH:19]=[C:18]([C:20]2[CH:25]=[CH:24][C:23]([CH2:26][N:27]3[CH2:28][CH2:29][O:30][CH2:31][CH2:32]3)=[CH:22][CH:21]=2)[CH:17]=[C:16]([N:33]([CH2:47][CH3:48])[CH:34]2[CH2:35][CH2:36][NH:37][CH2:38][CH2:39]2)[C:15]=1[CH3:49])=[O:13]. Procedure details: tert-Butyl 4-((5-(((4,6-dimethyl-2-oxo-1,2-dihydropyridin-3-yl)methyl)carbamoyl)-4-methyl-4′-(morpholinomethyl)-[1,1′-biphenyl]-3-yl)(ethyl)amino)piperidine-1-carboxylate (1.3 g, 0.1.93 mmol) was taken in DCM (20 mL), to it TFA (10 mL) was added at 0° C. and stirred at rt for 2 h. On completion of reaction, solvent was removed under reduced pressure, reaction was quenched with aqueous sodium bicarbonate and extracted with 10% MeOH/DCM. Combined organic layers were dried over sodium sulphate and ... Reactants: ClC1=C(C=C(C=C1)S(=O)(=O)N)[N+](=O)[O-] (4-chloro-3-nitrobenzenesulfonamide), C1(CCCCC1)N (cyclohexylamine). The solvent is O1CCOCC1 (dioxane), C(C)(=O)OCC (ethyl acetate). Yields the product C1(CCCCC1)NC1=C(C=C(C=C1)S(=O)(=O)N)[N+](=O)[O-] (4-(cyclohexylamino)-3-nitrobenzenesulfonamide). As a reaction SMILES: Cl[C:2]1[CH:7]=[CH:6][C:5]([S:8]([NH2:11])(=[O:10])=[O:9])=[CH:4][C:3]=1[N+:12]([O-:14])=[O:13].[CH:15]1([NH2:21])[CH2:20][CH2:19][CH2:18][CH2:17][CH2:16]1>O1CCOCC1.C(OCC)(=O)C>[CH:15]1([NH:21][C:2]2[CH:7]=[CH:6][C:5]([S:8]([NH2:11])(=[O:10])=[O:9])=[CH:4][C:3]=2[N+:12]([O-:14])=[O:13])[CH2:20][CH2:19][CH2:18][CH2:17][CH2:16]1. Procedure details: A room temperature solution of Example 1C (2.36 g, 10.0 mmol) and cyclohexylamine (2.0 mL) in dioxane (5 mL) was stirred for 16 hours, diluted with ethyl acetate (100 mL), washed sequentially with 3M HCl (20 mL), water (20 mL) and brine (10 mL), dried (MgSO4), filtered, and concentrated to provide the desired product of sufficient purity for subsequent use. Reactants: ClC1=C(C=CC(=C1)NC(C)C)C(CC(=O)C=1C(=C(C(=CC1OC)OC)C1C(N(CC1)C)COC(C)=O)O)=O (acetic acid 3-{3-[3-(2-chloro-4-isopropylamino-phenyl)-3-oxo-propionyl]-2-hydroxy-4,6-dimethoxy-phenyl}-1-methyl-pyrrolidin-2-ylmethyl ester), C(=O)(O)[O-].[Na+] (NaHCO3). The solvent is Cl (HCl). Reaction conditions: time 3 hour. Yields the product ClC1=C(C=CC(=C1)NC(C)C)C=1OC2=C(C(=CC(=C2C(C1)=O)OC)OC)[C@H]1[C@@H](N(CC1)C)CO ((+)-trans-2-(2-chloro-4-isopropylaminophenyl)-8-(2-hydroxy methyl-1-methylpyrrolidin-3-yl)-5,7-dimethoxy-chromen-4-one). As a reaction SMILES: [Cl:1][C:2]1[CH:7]=[C:6]([NH:8][CH:9]([CH3:11])[CH3:10])[CH:5]=[CH:4][C:3]=1[C:12](=O)[CH2:13][C:14]([C:16]1[C:17]([OH:37])=[C:18]([CH:26]2[CH2:30][CH2:29][N:28]([CH3:31])[CH:27]2[CH2:32][O:33]C(=O)C)[C:19]([O:24][CH3:25])=[CH:20][C:21]=1[O:22][CH3:23])=[O:15].C([O-])(O)=O.[Na+]>Cl>[Cl:1][C:2]1[CH:7]=[C:6]([NH:8][CH:9]([CH3:11])[CH3:10])[CH:5]=[CH:4][C:3]=1[C:12]1[O:37][C:17]2[C:16]([C:14](=[O:15])[CH:13]=1)=[C:21]([O:22][CH3:23])[CH:20]=[C:19]([O:24][CH3:25])[C:18]=2[C@@H:26]1[CH2:30][CH2:29][N:28]([CH3:31])[C@H:27]1[CH2:32][OH:33] |f:1.2|. Procedure: To a solution of n-BuLi (1.6 M in hexane, 2.22 mL, 3.56 mmol) in THF (10 mL), maintained at 0° C. under nitrogen atmosphere, hexamethyldisilazane (0.74 mL, 3.56 mmol) was added dropwise and stirred for 15 min. To this, a solution of the compound of example (59)(0.95 g, 1.78 mmol) in THF (5 mL) was added drop wise, maintaining the temperature at 0° C. After the addition, the reaction was allowed to warm to room temperature and stirred for 2.5 hrs. The reaction mixture was acidified with dilute HC... Starting materials: C1(=CC=C(C=C1)S(=O)(=O)O)C (p-Toluenesulfonic acid), O=C1C=C(NC=C1OCC1=CC=CC=C1)C(OC)O (1,4-dihydro-4-oxo-2-[(hydroxy)(methoxy)methyl]-5-(phenylmethoxy)pyridine), C(C)OC(C=P(C1=CC=CC=C1)(C1=CC=CC=C1)C1=CC=CC=C1)=O ((triphenylphosphoranylidene)acetic acid ethyl ester). The product is O=C1C=C(NC=C1OCC1=CC=CC=C1)/C=C/C(=O)OCC ((E)-3-[1,4-Dihydro-4-oxo-5-(phenylmethoxy)-2-pyridinyl]-2-propenoic acid, ethyl ester), C1(=CC=CC=C1)P(C1=CC=CC=C1)(C1=CC=CC=C1)=O (triphenylphosphine oxide). As a reaction SMILES: C1(C)C=CC(S(O)(=O)=[O:8])=CC=1.[O:12]=[C:13]1[C:18]([O:19][CH2:20][C:21]2[CH:26]=[CH:25][CH:24]=[CH:23][CH:22]=2)=[CH:17][NH:16][C:15]([CH:27](O)OC)=[CH:14]1.[CH2:31]([O:33][C:34](=[O:55])[CH:35]=[P:36]([C:49]1[CH:54]=[CH:53][CH:52]=[CH:51][CH:50]=1)([C:43]1[CH:48]=[CH:47][CH:46]=[CH:45][CH:44]=1)[C:37]1[CH:42]=[CH:41][CH:40]=[CH:39][CH:38]=1)[CH3:32]>>[O:12]=[C:13]1[C:18]([O:19][CH2:20][C:21]2[CH:22]=[CH:23][CH:24]=[CH:25][CH:26]=2)=[CH:17][NH:16][C:15](/[CH:27]=[CH:35]/[C:34]([O:33][CH2:31][CH3:32])=[O:55])=[CH:14]1.[C:49]1([P:36](=[O:8])([C:43]2[CH:44]=[CH:45][CH:46]=[CH:47][CH:48]=2)[C:37]2[CH:38]=[CH:39][CH:40]=[CH:41][CH:42]=2)[CH:54]=[CH:53][CH:52]=[CH:51][CH:50]=1. Procedure details: p-Toluenesulfonic acid (0.5 g), 6.26 g of 1,4-dihydro-4-oxo-2-[(hydroxy)(methoxy)methyl]-5-(phenylmethoxy)pyridine and 8.35 g of (triphenylphosphoranylidene)acetic acid ethyl ester were stirred for three hours at 70° C. A clear dark solution was formed. Evaporation of the solvent in vacuo yielded an oily residue of the title compound and triphenylphosphine oxide. This was dissolved in 30 ml of isopropanol. After standing overnight in a refrigerator, the resulting crystals were filtered off, wash... Run in C(C)(=O)O (acetic acid), ethyl acetate-ether. As a reaction SMILES: N#N.C(OC([NH:10][C@@H:11]([C:16]([NH:18][CH2:19][CH2:20][CH2:21][C:22]1[CH:27]=[CH:26][CH:25]=[CH:24][CH:23]=1)=[O:17])[CH2:12][CH2:13][S:14][CH3:15])=O)(C)(C)C.O=P12OP3(OP(OP(O3)(O1)=O)(=O)O2)=O.[OH-].[K+].C(OCC)(=O)C.[ClH:50]>C(O)(=O)C>[ClH:50].[C:22]1([CH2:21][CH2:20][CH2:19][NH:18][C:16](=[O:17])[C@@H:11]([CH2:12][CH2:13][S:14][CH3:15])[NH2:10])[CH:23]=[CH:24][CH:25]=[CH:26][CH:27]=1 |f:0.1,3.4,5.6,8.9|. Procedure: A solution of N2 -(tert-butyloxycarbonyl)-N-(3-phenylpropyl)-D-methioninamide (1.75 g.) in acetic acid (10 ml.) and hydrogen chloride-ethyl acetate (4 N, 20 ml.) was stirred at room temperature for one hour, then stripped of volatiles under vacuum. A solution of the residue in ethyl acetate-ether was stripped of volatiles under vacuum, finally over phosphorous pentoxide and potassium hydroxide, affording N-(3-phenylpropyl)-D-methioninamide hydrochloride as a vicous oil (1.50 g.). Yields the product Cl.C1(=CC=CC=C1)CCCNC([C@H](N)CCSC)=O (N-(3-phenylpropyl)-D-methioninamide hydrochloride). Reactants: [OH-].[K+] (potassium hydroxide), O=P12OP3(=O)OP(=O)(O1)OP(=O)(O2)O3 (phosphorous pentoxide), N#N.C(C)(C)(C)OC(=O)N[C@H](CCSC)C(=O)NCCCC1=CC=CC=C1 (N2 (tert-butyloxycarbonyl)-N-(3-phenylpropyl)-D-methioninamide), C(C)(=O)OCC.Cl (hydrogen chloride-ethyl acetate). Reactants: Fc1ccc(OCCCl)c(Br)c1, CC(C)(C)[O-], [K+], C1CCOC1. The product is C=COc1ccc(F)cc1Br. RXN SMILES: [Br:1][c:2]1[c:3]([O:9][CH2:10][CH2:11][Cl:12])[cH:4][cH:5][c:6]([F:8])[cH:7]1.[CH3:13][C:14]([CH3:15])([O-:16])[CH3:17].[K+:18].[O:19]1[CH2:20][CH2:21][CH2:22][CH2:23]1>>[Br:1][c:2]1[c:3]([O:9][CH:10]=[CH2:11])[cH:4][cH:5][c:6]([F:8])[cH:7]1.